Dataset: the Open Reaction Database (ORD), a public repository of structured organic reaction records. Task: describe an organic reaction: reactants, conditions, products, and yield The reactants are C(=O)([O-])[O-].[Na+].[Na+] (Na2CO3), ClC=1C=NC=CC1NC1=CC=2C(C3=CC=CC=C3C2C=C1)(C)C ((3-chloropyridin-4-yl)-(9,9-dimethyl-9H-fluoren-2-yl)amine), CC(C)([O-])C.[Na+] (sodium tert-butoxide), solution, P(C(C)(C)C)(C(C)(C)C)C(C)(C)C (P(t-Bu)3), C1(=CC=CC=C1)C (toluene). Reagents/catalysts: C(C)(=O)[O-].[Pd+2].C(C)(=O)[O-] (palladium(II)acetate). Run in ClCCl (dichloromethane), O1CCOCC1 (dioxane). Run at temperature 105 celsius, time 24 hour. Product: CC1(C2=CC=CC=C2C=2C=C3C(=CC12)NC1=CC=NC=C13)C (10,10-Dimethyl-10,12-dihydro-3,12-diazaindeno[2,1-b]fluorene). RXN SMILES: Cl[C:2]1[CH:3]=[N:4][CH:5]=[CH:6][C:7]=1[NH:8][C:9]1[CH:21]=[CH:20][C:19]2[C:18]3[C:13](=[CH:14][CH:15]=[CH:16][CH:17]=3)[C:12]([CH3:23])([CH3:22])[C:11]=2[CH:10]=1.CC(C)([O-])C.[Na+].P(C(C)(C)C)(C(C)(C)C)C(C)(C)C.C1(C)C=CC=CC=1.C([O-])([O-])=O.[Na+].[Na+]>C([O-])(=O)C.[Pd+2].C([O-])(=O)C.ClCCl.O1CCOCC1>[CH3:22][C:12]1([CH3:23])[C:11]2[CH:10]=[C:9]3[NH:8][C:7]4[C:6]([C:21]3=[CH:20][C:19]=2[C:18]2[C:13]1=[CH:14][CH:15]=[CH:16][CH:17]=2)=[CH:5][N:4]=[CH:3][CH:2]=4 |f:1.2,5.6.7,8.9.10|. Procedure: 500 ml of dioxane are added to 42 g of (3-chloropyridin-4-yl)-(9,9-dimethyl-9H-fluoren-2-yl)amine (130 mmol), 1.46 g of palladium(II)acetate (6.5 mmol) and 75 g of sodium tert-butoxide (780 mmol), 7.8 ml of a 1 M solution of P(t-Bu)3 in toluene (7.8 mmol), and the mixture is stirred at 105° C. under nitrogen for 24 h. 200 ml of dichloromethane and 0.1 M Na2CO3 solution are then added. The mixture is partitioned between water and dichloromethane, the aqueous phase is extracted three times with di... The reactants are C(C)OC(=O)C1(CC1)C1=CC=C(C=C1)C1=CC=C(C=C1)C1=C(C(=NO1)C)NC1=NC(=CC=C1)Br (1-{4′-[4-(6-bromo-pyridin-2-ylamino)-3-methyl-isoxazol-5-yl]-biphenyl-4-yl}-cyclopropanecarboxylic acid ethyl ester), ClC1=C(C=CC=C1C(F)(F)F)B(O)O (2-chloro-3-(trifluoromethyl)phenylboronic acid). The reagents and catalysts are C=1C=CC(=CC1)[P](C=2C=CC=CC2)(C=3C=CC=CC3)[Pd]([P](C=4C=CC=CC4)(C=5C=CC=CC5)C=6C=CC=CC6)([P](C=7C=CC=CC7)(C=8C=CC=CC8)C=9C=CC=CC9)[P](C=1C=CC=CC1)(C=1C=CC=CC1)C=1C=CC=CC1 (tetrakis(triphenylphosphine)palladium(0)), Cl[Pd]Cl.C1(=CC=CC=C1)P([C-]1C=CC=C1)C1=CC=CC=C1.[C-]1(C=CC=C1)P(C1=CC=CC=C1)C1=CC=CC=C1.[Fe+2] ((1,1′-bis(diphenylphosphino)ferrocene)-dichloropalladium(II)). Yields the product C(C)OC(=O)C1(CC1)C1=CC=C(C=C1)C1=CC=C(C=C1)C1=C(C(=NO1)C)NC1=NC(=CC=C1)C1=C(C(=CC=C1)C(F)(F)F)Cl (1-(4′-{4-[6-(2-Chloro-3-trifluoromethyl-phenyl)-pyridin-2-ylamino]-3-methyl-isoxazol-5-yl}-biphenyl-4-yl)-cyclopropanecarboxylic acid ethyl ester). RXN SMILES: [CH2:1]([O:3][C:4]([C:6]1([C:9]2[CH:14]=[CH:13][C:12]([C:15]3[CH:20]=[CH:19][C:18]([C:21]4[O:25][N:24]=[C:23]([CH3:26])[C:22]=4[NH:27][C:28]4[CH:33]=[CH:32][CH:31]=[C:30](Br)[N:29]=4)=[CH:17][CH:16]=3)=[CH:11][CH:10]=2)[CH2:8][CH2:7]1)=[O:5])[CH3:2].[Cl:35][C:36]1[C:41]([C:42]([F:45])([F:44])[F:43])=[CH:40][CH:39]=[CH:38][C:37]=1B(O)O>Cl[Pd]Cl.C1(P(C2C=CC=CC=2)[C-]2C=CC=C2)C=CC=CC=1.[C-]1(P(C2C=CC=CC=2)C2C=CC=CC=2)C=CC=C1.[Fe+2].C1C=CC([P]([Pd]([P](C2C=CC=CC=2)(C2C=CC=CC=2)C2C=CC=CC=2)([P](C2C=CC=CC=2)(C2C=CC=CC=2)C2C=CC=CC=2)[P](C2C=CC=CC=2)(C2C=CC=CC=2)C2C=CC=CC=2)(C2C=CC=CC=2)C2C=CC=CC=2)=CC=1>[CH2:1]([O:3][C:4]([C:6]1([C:9]2[CH:14]=[CH:13][C:12]([C:15]3[CH:20]=[CH:19][C:18]([C:21]4[O:25][N:24]=[C:23]([CH3:26])[C:22]=4[NH:27][C:28]4[CH:33]=[CH:32][CH:31]=[C:30]([C:37]5[CH:38]=[CH:39][CH:40]=[C:41]([C:42]([F:45])([F:44])[F:43])[C:36]=5[Cl:35])[N:29]=4)=[CH:17][CH:16]=3)=[CH:11][CH:10]=2)[CH2:8][CH2:7]1)=[O:5])[CH3:2] |f:2.3.4.5,^1:92,94,113,132|. Procedure details: Prepared according to the procedure described in Example 1, Step 10, using 1-{4′-[4-(6-bromo-pyridin-2-ylamino)-3-methyl-isoxazol-5-yl]-biphenyl-4-yl}-cyclopropanecarboxylic acid ethyl ester and 2-chloro-3-(trifluoromethyl)phenylboronic acid. Additionally, (1,1′-bis(diphenylphosphino)ferrocene)-dichloropalladium(II) was used as the catalyst in place of tetrakis(triphenylphosphine)palladium(0). The yield is 62.8%. Run in CN(C)C=O (DMF). Conditions: time 1.5 hour. Reported procedure: To a solution of 10 g of o-cresol and 16.5 g (1.2 equiv) NaI in 250 ml of DMF was added 31 g (1.2 equiv) of chloramine-T hydrate. The dark green solution was stirred at rt for 1.5 h. The mixture, now a heterogeneous light brown, was poured into water, acidified, extracted with ethyl acetate, and the organic phase washed with water and bisulfite solution. The organic phase was dried over MgSO4. Concentration, trituration with hexane, and flash chromatography (silica gel, hexane, hexane/ethyl acet... The reactants are O (water), C1(=CC=CC=C1O)C (o-cresol), [Na+].[I-] (NaI), CC1=CC=C(C=C1)S(=O)(=O)[N-]Cl.O.[Na+] (chloramine-T hydrate). Product: IC1=CC(=C(C=C1)O)C (4-Iodo-2-methylphenol). As a reaction SMILES: [C:1]1([CH3:8])[C:6]([OH:7])=[CH:5][CH:4]=[CH:3][CH:2]=1.[Na+].[I-:10].CC1C=CC(S([N-]Cl)(=O)=O)=CC=1.O.[Na+].O>CN(C=O)C>[I:10][C:3]1[CH:4]=[CH:5][C:6]([OH:7])=[C:1]([CH3:8])[CH:2]=1 |f:1.2,3.4.5|. The reactants are Nc1cccc(Cl)c1, O=Cc1cnn2ccc(Cl)nc12, C1COCCO1. Product: O=Cc1cnn2ccc(Nc3cccc(Cl)c3)nc12. Reaction SMILES: [Cl:13][c:14]1[cH:15][c:16]([NH2:17])[cH:18][cH:19][cH:20]1.[Cl:1][c:2]1[n:3][c:4]2[n:5]([cH:6][cH:7]1)[n:8][cH:9][c:10]2[CH:11]=[O:12].[O:21]1[CH2:22][CH2:23][O:24][CH2:25][CH2:26]1>>[c:2]1([NH:17][c:16]2[cH:15][c:14]([Cl:13])[cH:20][cH:19][cH:18]2)[n:3][c:4]2[n:5]([cH:6][cH:7]1)[n:8][cH:9][c:10]2[CH:11]=[O:12]. The reactants are [C@H]12[C@H](NC[C@@H]2CCC1)CNC(=O)C1=NSC2=C1C=CC=C2 (benzo[d]isothiazole-3-carboxylic acid-[(1S,2S,5R)-3-aza-bicyclo[3.3.0]oct-2-ylmethyl]-amide), CC=1SC(=C(N1)C(=O)O)C=1C=C(C=CC1)C (2-methyl-5-m-tolyl-thiazole-4-carboxylic acid). The product is CC=1SC(=C(N1)C(=O)N1[C@@H]([C@H]2CCC[C@H]2C1)CNC(=O)C1=NSC2=C1C=CC=C2)C=2C=C(C=CC2)C (Benzo[d]isothiazole-3-carboxylic acid-(1S,2S,5R)-[3-(2-methyl-5-m-tolyl-thiazole-4-carbonyl)-3-aza-bicyclo[3.3.0]oct-2-ylmethyl]-amide). RXN SMILES: [C@H:1]12[CH2:8][CH2:7][CH2:6][C@H:5]1[CH2:4][NH:3][C@@H:2]2[CH2:9][NH:10][C:11]([C:13]1[C:17]2[CH:18]=[CH:19][CH:20]=[CH:21][C:16]=2[S:15][N:14]=1)=[O:12].[CH3:22][C:23]1[S:24][C:25]([C:31]2[CH:32]=[C:33]([CH3:37])[CH:34]=[CH:35][CH:36]=2)=[C:26]([C:28](O)=[O:29])[N:27]=1>>[CH3:22][C:23]1[S:24][C:25]([C:31]2[CH:32]=[C:33]([CH3:37])[CH:34]=[CH:35][CH:36]=2)=[C:26]([C:28]([N:3]2[CH2:4][C@H:5]3[C@H:1]([CH2:8][CH2:7][CH2:6]3)[C@H:2]2[CH2:9][NH:10][C:11]([C:13]2[C:17]3[CH:18]=[CH:19][CH:20]=[CH:21][C:16]=3[S:15][N:14]=2)=[O:12])=[O:29])[N:27]=1. Reported procedure: prepared by reaction of benzo[d]isothiazole-3-carboxylic acid-[(1S,2S,5R)-3-aza-bicyclo[3.3.0]oct-2-ylmethyl]-amide with 2-methyl-5-m-tolyl-thiazole-4-carboxylic acid. The reactants are CN(C)C=O, O=C1NC(C(Cl)(Cl)Cl)Oc2ccccc21, O, O=S(Cl)Cl. The product is O=CN1C(=O)c2ccccc2OC1C(Cl)(Cl)Cl. Reaction SMILES: [CH3:1][N:2]([CH:3]=[O:4])[CH3:5].[Cl:10][C:11]([CH:12]1[O:13][c:14]2[c:15]([cH:19][cH:20][cH:21][cH:22]2)[C:16](=[O:18])[NH:17]1)([Cl:23])[Cl:24].[OH2:25].[S:6]([Cl:7])([Cl:8])=[O:9]>>[CH:3](=[O:4])[N:17]1[CH:12]([C:11]([Cl:10])([Cl:23])[Cl:24])[O:13][c:14]2[c:15]([cH:19][cH:20][cH:21][cH:22]2)[C:16]1=[O:18]. The reactants are CC(C)C1=NC2=C(N1)CCCCC2=O (2-(1-methylethyl)-5,6,7,8-tetrahydrocyclohepta[d]imidazol-4(1H)-one), ClC1=CC=C(CBr)C=C1 (4-chlorobenzyl bromide), C1(=CC=CC=C1)C (Toluene), [NH4+].[Cl-] (NH4Cl). Reagents/catalysts: [Br-].C(CCC)[N+](CCCC)(CCCC)CCCC (Tetrabutylammonium bromide). Run in [OH-].[Na+] (sodium hydroxide). Reaction conditions: time 3 hour. The product is ClC1=CC=C(C=C1)CN1C(=NC2=C1C(CCCC2)=O)C(C)C (3-[(4-chlorophenyl)methyl]-2-(1-methylethyl)-5,6,7,8-tetrahydrocyclohepta[d]imidazol-4(3H)-one). Yield: 45.5%. As a reaction SMILES: [CH3:1][CH:2]([C:4]1[NH:8][C:7]2[CH2:9][CH2:10][CH2:11][CH2:12][C:13](=[O:14])[C:6]=2[N:5]=1)[CH3:3].[Cl:15][C:16]1[CH:23]=[CH:22][C:19]([CH2:20]Br)=[CH:18][CH:17]=1.C1(C)C=CC=CC=1.[NH4+].[Cl-]>[Br-].C([N+](CCCC)(CCCC)CCCC)CCC.[OH-].[Na+]>[Cl:15][C:16]1[CH:23]=[CH:22][C:19]([CH2:20][N:5]2[C:6]3[C:13](=[O:14])[CH2:12][CH2:11][CH2:10][CH2:9][C:7]=3[N:8]=[C:4]2[CH:2]([CH3:1])[CH3:3])=[CH:18][CH:17]=1 |f:3.4,5.6,7.8|. Procedure: Tetrabutylammonium bromide (1.7 g) was added to a stirred mixture of Intermediate 2 (2 g) and 4-chlorobenzyl bromide (2.4 g) in sodium hydroxide 20% aq. (14.2 mL) and Toluene (7 mL). The RM was stirred at room temp under nitrogen atm for 3 hours. An excess of sat NH4Cl aq. solution was added and the mixture was extracted with EtOAc (3×30 ml). The organics were combined, dried (hydrophobic frit) and concentrated under vacuum. The residue was purified on silica using a cyclohexane:ethyl acetate 0-... Reported procedure: A suspension of Intermediate 1a (137 mg) obtained in Example 1-1, Step A, tris(dibenzylideneacetone)dipalladium(0) (55 mg, Aldrich), (±)-2,2′-bis(diphenylphosphino)-1,1′-binaphthyl (37 mg, Aldrich), tert-butyl carbamate (70 mg, Aldrich), and cesium carbonate (196 mg, Aldrich) in toluene (5 ml) was stirred at 100° C. for 15 hours. The reaction mixture was cooled to room temperature, and then added with ethyl acetate (5 ml), and the insoluble solids were removed by filtration through Celite. The s... Yields the product C(C)(C)(C)OC(=O)N[C@@H]1CN(CC1)S(=O)(=O)C=1C=2C(=CN=CC2C=CC1)NC(=O)OC(C)(C)C ((S)-3-(tert-Butoxycarbonylamino)-1-[4-(tert-butoxycarbonylamino)-5-isoquinolinesulfonyl]pyrrolidine). Yield: 32.5%. Reactants: C(C)(C)(C)OC(=O)N[C@@H]1CN(CC1)S(=O)(=O)C=1C=2C(=CN=CC2C=CC1)Br ((S)-3-(tert-Butoxycarbonylamino)-1-(4-bromo-5-isoquinolinesulfonyl)pyrrolidine), C1(=CC=CC=C1)P(C1=C(C2=CC=CC=C2C=C1)C1=C(C=CC2=CC=CC=C12)P(C1=CC=CC=C1)C1=CC=CC=C1)C1=CC=CC=C1 ((±)-2,2′-bis(diphenylphosphino)-1,1′-binaphthyl), C(N)(OC(C)(C)C)=O (tert-butyl carbamate), C([O-])([O-])=O.[Cs+].[Cs+] (cesium carbonate). The reagents and catalysts are C=1C=CC(=CC1)/C=C/C(=O)/C=C/C2=CC=CC=C2.C=1C=CC(=CC1)/C=C/C(=O)/C=C/C2=CC=CC=C2.C=1C=CC(=CC1)/C=C/C(=O)/C=C/C2=CC=CC=C2.[Pd].[Pd] (tris(dibenzylideneacetone)dipalladium(0)). As a reaction SMILES: [C:1]([O:5][C:6]([NH:8][C@H:9]1[CH2:13][CH2:12][N:11]([S:14]([C:17]2[C:18]3[C:19](Br)=[CH:20][N:21]=[CH:22][C:23]=3[CH:24]=[CH:25][CH:26]=2)(=[O:16])=[O:15])[CH2:10]1)=[O:7])([CH3:4])([CH3:3])[CH3:2].C1(P(C2C=CC=CC=2)C2C=CC3C(=CC=CC=3)C=2C2C3C(=CC=CC=3)C=CC=2P(C2C=CC=CC=2)C2C=CC=CC=2)C=CC=CC=1.[C:74](=[O:81])([O:76][C:77]([CH3:80])([CH3:79])[CH3:78])[NH2:75].C(=O)([O-])[O-].[Cs+].[Cs+]>C1(C)C=CC=CC=1.C1C=CC(/C=C/C(/C=C/C2C=CC=CC=2)=O)=CC=1.C1C=CC(/C=C/C(/C=C/C2C=CC=CC=2)=O)=CC=1.C1C=CC(/C=C/C(/C=C/C2C=CC=CC=2)=O)=CC=1.[Pd].[Pd].C(OCC)(=O)C>[C:1]([O:5][C:6]([NH:8][C@H:9]1[CH2:13][CH2:12][N:11]([S:14]([C:17]2[C:18]3[C:19]([NH:75][C:74]([O:76][C:77]([CH3:80])([CH3:79])[CH3:78])=[O:81])=[CH:20][N:21]=[CH:22][C:23]=3[CH:24]=[CH:25][CH:26]=2)(=[O:16])=[O:15])[CH2:10]1)=[O:7])([CH3:4])([CH3:3])[CH3:2] |f:3.4.5,7.8.9.10.11|. Solvent: C(C)(=O)OCC (ethyl acetate), C1(=CC=CC=C1)C (toluene). Reaction conditions: temperature 100 celsius, time 15 hour. Reactants: ClCCOC=1C=NC=CC1 (2-chloro-1-(3-pyridyloxy)ethane), [OH-].[NH4+] (ammonium hydroxide). Run in CO (methanol). Conditions: temperature 125 celsius. Product: N1=CC(=CC=C1)OCCN (2-(3-Pyridyloxy)ethylamine). The yield is 36.2%. As a reaction SMILES: Cl[CH2:2][CH2:3][O:4][C:5]1[CH:6]=[N:7][CH:8]=[CH:9][CH:10]=1.[OH-].[NH4+:12]>CO>[N:7]1[CH:8]=[CH:9][CH:10]=[C:5]([O:4][CH2:3][CH2:2][NH2:12])[CH:6]=1 |f:1.2|. Reported procedure: The 2-chloro-1-(3-pyridyloxy)ethane (1.23 g, 7.80 mmol) was dissolved in methanol (25 mL) and added to concentrated ammonium hydroxide solution (29.7%, 14.8 M, 55 mL) in a heavy-walled glass pressure-tube apparatus. The tube was sealed and the mixture was stirred and heated at 125° C. (oil bath temperature) for 42 h. After cooling, the mixture was concentrated by rotary evaporation. Saturated NaCl solution (10 mL) was added to the residue, and the solution (pH 6) was extracted with ether (3×25 m...